Dataset: the Open Reaction Database (ORD), a public repository of structured organic reaction records. Task: describe an organic reaction: reactants, conditions, products, and yield The reactants are O1CCN(CC1)C=1C=2N(N=CC1)C(=C(N2)C#CC2=NC1=CC=CC=C1C=C2)C=2C=CC(=NC2)C(=O)O (5-(8-Morpholino-2-(quinolin-2-ylethynyl)imidazo[1,2-b]pyridazin-3-yl)picolinic acid), Cl.CNOC (N,O-dimethylhydroxylamine hydrochloride), CCN=C=NCCCN(C)C (EDCI), CCN(C(C)C)C(C)C (DIEA). The solvent is C(Cl)Cl.CN(C)C=O (DCM DMF), CCOC(=O)C (EtOAc). Run at time 16 hour. Product: CON(C(C1=CC=C(C=C1)C1=C(N=C2N1N=CC=C2N2CCOCC2)C#CC2=NC1=CC=CC=C1C=C2)=O)C (N-Methoxy-N-methyl-4-(8-morpholino-2-(quinolin-2-ylethynyl)imidazo[1,2-b]pyridazin-3-yl)benzamide). Reaction SMILES: [O:1]1[CH2:6][CH2:5][N:4]([C:7]2[C:8]3[N:9]([C:13]([C:28]4[CH:29]=[CH:30][C:31]([C:34]([OH:36])=O)=NC=4)=[C:14]([C:16]#[C:17][C:18]4[CH:27]=[CH:26][C:25]5[C:20](=[CH:21][CH:22]=[CH:23][CH:24]=5)[N:19]=4)[N:15]=3)[N:10]=[CH:11][CH:12]=2)[CH2:3][CH2:2]1.Cl.[CH3:38][NH:39][O:40][CH3:41].[CH3:42][CH2:43]N=C=NCCCN(C)C.CCN(C(C)C)C(C)C>C(Cl)Cl.CN(C=O)C.CCOC(C)=O>[CH3:41][O:40][N:39]([CH3:38])[C:34](=[O:36])[C:31]1[CH:30]=[CH:29][C:28]([C:13]2[N:9]3[N:10]=[CH:11][CH:12]=[C:7]([N:4]4[CH2:3][CH2:2][O:1][CH2:6][CH2:5]4)[C:8]3=[N:15][C:14]=2[C:16]#[C:17][C:18]2[CH:27]=[CH:26][C:25]3[C:20](=[CH:21][CH:22]=[CH:23][CH:24]=3)[N:19]=2)=[CH:43][CH:42]=1 |f:1.2,5.6|. Procedure: A mixture of compound 40a (200 mg, 0.421 mmol), N,O-dimethylhydroxylamine hydrochloride (46.1 mg, 0.463 mmol), EDCI (88.7 mg, 0.463 mmol) and DIEA (87.0 μL, 0.505 mmol) in 12 mL of 2:1 DCM/DMF was stirred at rt for 16 h. The mixture was treated with 100 mL of EtOAc and washed with water (2×30 mL), brine (30 mL) and then dried over Na2SO4, filtered, and concentrated. The residue was purified by flash column chromatography on silica gel (0:1-1:1 EtOAc/DCM) to afford compound 65a as a pale yellow s...